Dataset: the Open Reaction Database (ORD), a public repository of structured organic reaction records. Task: describe an organic reaction: reactants, conditions, products, and yield Starting materials: ClC1=NC=2N3[C@H](CNC2C=N1)COCC3 ((R)-2-chloro-5,6,6a,7,9,10-hexahydro-[1,4]oxazino[3,4-h]pteridine), CC(C(CC=O)NC(OC(C)(C)C)=O)(C)C (tert-butyl 4,4-dimethyl-1-oxopentan-3-ylcarbamate). Reagents/catalysts: [Ti](Cl)(Cl)(Cl)Cl (titanium(IV) chloride). The solvent is C(Cl)Cl (CH2Cl2), [Na] (sodium), C(Cl)Cl (CH2Cl2). Product: ClC1=NC=2N3[C@H](CN(C2C=N1)CCC(C(C)(C)C)NC(OC(C)(C)C)=O)COCC3 (tert-butyl (1-((R)-2-chloro-6a,7,9,10-tetrahydro-[1,4]oxazino[3,4-h]pteridin-5(6H)-yl)-4,4-dimethylpentan-3-yl)carbamate). As a reaction SMILES: [Cl:1][C:2]1[N:11]=[CH:10][C:9]2[NH:8][CH2:7][C@@H:6]3[CH2:12][O:13][CH2:14][CH2:15][N:5]3[C:4]=2[N:3]=1.[CH3:16][C:17]([CH3:31])([CH3:30])[CH:18]([NH:22][C:23](=[O:29])[O:24][C:25]([CH3:28])([CH3:27])[CH3:26])[CH2:19][CH:20]=O>[Na].C(Cl)Cl.[Ti](Cl)(Cl)(Cl)Cl>[Cl:1][C:2]1[N:11]=[CH:10][C:9]2[N:8]([CH2:20][CH2:19][CH:18]([NH:22][C:23](=[O:29])[O:24][C:25]([CH3:28])([CH3:27])[CH3:26])[C:17]([CH3:16])([CH3:30])[CH3:31])[CH2:7][C@@H:6]3[CH2:12][O:13][CH2:14][CH2:15][N:5]3[C:4]=2[N:3]=1 |^1:31|. Procedure details: The title compound was prepared in a manner similar to PREPARATION x63 using (R)-2-chloro-5,6,6a,7,9,10-hexahydro-[1,4]oxazino[3,4-h]pteridine (PREPARATION x2, 115 mg, 0.507 mmol), tert-butyl 4,4-dimethyl-1-oxopentan-3-ylcarbamate (116 mg, 0.507 mmol), titanium(IV) chloride in CH2Cl2 (1M, 0.761 mL, 0.761 mmol) and sodium triacetoxyhydroborate (237 mg, 1.116 mmol) in CH2Cl2 (5 mL) (53 mg, 24%). ESI-MS m/z [M+H]+ calc'd for C21H34ClN5O3, 440.24. found 440.4.